The task is: describe an organic reaction: reactants, conditions, products, and yield. This data is from the Open Reaction Database (ORD), a public repository of structured organic reaction records. Reactants: CCOC(=O)c1cccc(OCCC2CCN(C(=O)OC(C)(C)C)CC2)c1, ClCCl, O=C(O)C(F)(F)F. Yields the product CCOC(=O)c1cccc(OCCC2CCNCC2)c1. Reaction SMILES: [CH2:8]([CH3:9])[O:10][C:11]([c:12]1[cH:13][c:14]([O:18][CH2:19][CH2:20][CH:21]2[CH2:22][CH2:23][N:24]([C:27]([O:28][C:29]([CH3:30])([CH3:31])[CH3:32])=[O:33])[CH2:25][CH2:26]2)[cH:15][cH:16][cH:17]1)=[O:34].[Cl:35][CH2:36][Cl:37].[F:1][C:2]([F:3])([F:4])[C:5]([OH:6])=[O:7]>>[CH2:8]([CH3:9])[O:10][C:11]([c:12]1[cH:13][c:14]([O:18][CH2:19][CH2:20][CH:21]2[CH2:22][CH2:23][NH:24][CH2:25][CH2:26]2)[cH:15][cH:16][cH:17]1)=[O:34]. Yields the product O=C(O)c1ccc(CC=Cc2ccccc2Br)cc1. Reaction SMILES: [Br-:1].[Br:42][c:43]1[c:44]([CH:45]=[O:46])[cH:47][cH:48][cH:49][cH:50]1.[C:2](=[O:3])([OH:4])[c:5]1[cH:6][cH:7][c:8]([CH2:9][CH2:10][P+:11]([c:12]2[cH:13][cH:14][cH:15][cH:16][cH:17]2)([c:18]2[cH:19][cH:20][cH:21][cH:22][cH:23]2)[c:24]2[cH:25][cH:26][cH:27][cH:28][cH:29]2)[cH:30][cH:31]1.[CH2:52]1[O:53][CH2:54][CH2:55][CH2:56]1.[CH3:32][Si:33]([CH3:34])([CH3:35])[N-:36][Si:37]([CH3:38])([CH3:39])[CH3:40].[Li+:41].[OH2:51]>>[C:2](=[O:3])([OH:4])[c:5]1[cH:6][cH:7][c:8]([CH2:9][CH:10]=[CH:45][c:44]2[c:43]([Br:42])[cH:50][cH:49][cH:48][cH:47]2)[cH:30][cH:31]1. Reactants: [Br-], O=Cc1ccccc1Br, O=C(O)c1ccc(CC[P+](c2ccccc2)(c2ccccc2)c2ccccc2)cc1, C1CCOC1, C[Si](C)(C)[N-][Si](C)(C)C, [Li+], O. The reactants are C(C1=CC=CC=C1)(=O)C1=C(C(=O)O)C=CC=C1 (o-benzoyl benzoic acid), NN (hydrazine). Run in C(C)O (ethanol). Run at time 14.5 hour. Yields the product OC1=NN=C(C2=CC=CC=C12)C1=CC=CC=C1 (1-hydroxy-4-phenyl phthalazine). As a reaction SMILES: [C:1]([C:9]1[CH:17]=[CH:16][CH:15]=[CH:14][C:10]=1[C:11](O)=[O:12])(=O)[C:2]1[CH:7]=[CH:6][CH:5]=[CH:4][CH:3]=1.[NH2:18][NH2:19]>C(O)C>[OH:12][C:11]1[C:10]2[C:9](=[CH:17][CH:16]=[CH:15][CH:14]=2)[C:1]([C:2]2[CH:7]=[CH:6][CH:5]=[CH:4][CH:3]=2)=[N:19][N:18]=1. Procedure: The mixture of o-benzoyl benzoic acid (11.3 g; 0.05 mol) and hydrazine (0.15 mol) in ethanol (150 ml) is stirred at room temperature for 5-24 hours to give 1-hydroxy-4-phenyl phthalazine as a white precipitate which is filtered off and is washed with ethanol. (12.3 g)(m.p. 240° C.) The reactants are O=C([O-])[O-], CC#N, [K+], [K+], CCOC(=O)n1c(=O)n(C(=O)OCC)c2ccccc21, Oc1nc2ccccc2[nH]1. Yields the product CCOC(=O)n1c(=O)[nH]c2ccccc21. As a reaction SMILES: [C:31](=[O:32])([O-:33])[O-:34].[CH3:37][C:38]#[N:39].[K+:35].[K+:36].[O:1]=[c:2]1[n:3]([C:16](=[O:17])[O:18][CH2:19][CH3:20])[c:4]2[c:5]([n:6]1[C:7]([O:8][CH2:9][CH3:10])=[O:11])[cH:12][cH:13][cH:14][cH:15]2.[OH:21][c:22]1[nH:23][c:24]2[cH:25][cH:26][cH:27][cH:28][c:29]2[n:30]1>>[O:1]=[c:2]1[n:3]([C:16](=[O:17])[O:18][CH2:19][CH3:20])[c:4]2[c:5]([nH:6]1)[cH:12][cH:13][cH:14][cH:15]2. Reactants: O (water), N-potassium, C1(C=2C(C(N1)=O)=CC=CC2)=O (phthalimide), [N+](=O)([O-])C1=C(C(=O)Cl)C=C(C=C1)OC1=C(C=C(C=C1)C(F)(F)F)C#N (2-nitro-5-(2-cyano-4-trifluoromethylphenoxy)benzoyl chloride). Run in CN(C=O)C (dimethylformamide). Reaction conditions: time 8 hour. Yields the product [N+](=O)([O-])C1=C(C(=O)N2C(C=3C(C2=O)=CC=CC3)=O)C=C(C=C1)OC1=C(C=C(C=C1)C(F)(F)F)C#N (N-[2-nitro-5-(2-cyano-4-trifluoromethylphenoxy)benzoyl]phthalimide). RXN SMILES: [C:1]1(=[O:11])[NH:5][C:4](=[O:6])[C:3]2=[CH:7][CH:8]=[CH:9][CH:10]=[C:2]12.[N+:12]([C:15]1[CH:23]=[CH:22][C:21]([O:24][C:25]2[CH:30]=[CH:29][C:28]([C:31]([F:34])([F:33])[F:32])=[CH:27][C:26]=2[C:35]#[N:36])=[CH:20][C:16]=1[C:17](Cl)=[O:18])([O-:14])=[O:13].O>CN(C)C=O>[N+:12]([C:15]1[CH:23]=[CH:22][C:21]([O:24][C:25]2[CH:30]=[CH:29][C:28]([C:31]([F:32])([F:33])[F:34])=[CH:27][C:26]=2[C:35]#[N:36])=[CH:20][C:16]=1[C:17]([N:5]1[C:1](=[O:11])[C:2]2=[CH:10][CH:9]=[CH:8][CH:7]=[C:3]2[C:4]1=[O:6])=[O:18])([O-:14])=[O:13]. Reported procedure: The N-potassium salt of phthalimide (0.025 mole) dissolved in dimethylformamide (50 ml) and 2-nitro-5-(2-cyano-4-trifluoromethylphenoxy)benzoyl chloride (0.025 mole) are charged into a glass reaction vessel equipped with a mechanical stirrer and thermometer. The reaction mixture is stirred at room temperature for a period of about 8 hours. After this time the mixture is poured into water (150 ml) and is extracted twice with toluene. The toluene extracts are combined and stripped of solvent leavi... The reactants are CN1CCCC1=O, COc1ccc(-c2c(Cl)c(CN3C(=O)c4ccccc4C3=O)nc3sc4c(c23)CCSC4)cc1, [Na+], [Na+], O, OO, O=S([O-])([O-])=S. Product: COc1ccc(-c2c(Cl)c(CN3C(=O)c4ccccc4C3=O)nc3sc4c(c23)CCS(=O)C4)cc1. As a reaction SMILES: [CH3:1][N:2]1[CH2:3][CH2:4][CH2:5][C:6]1=[O:7].[Cl:8][c:9]1[c:10](-[c:34]2[cH:35][cH:36][c:37]([O:40][CH3:41])[cH:38][cH:39]2)[c:11]2[c:12]([n:13][c:14]1[CH2:15][N:16]1[C:17](=[O:26])[c:18]3[cH:19][cH:20][cH:21][cH:22][c:23]3[C:24]1=[O:25])[s:27][c:28]1[c:29]2[CH2:30][CH2:31][S:32][CH2:33]1.[Na+:49].[Na+:50].[OH2:51].[OH:42][OH:43].[S:44]([O-:45])([O-:46])(=[O:47])=[S:48]>>[O:7]=[S:32]1[CH2:31][CH2:30][c:29]2[c:11]3[c:10](-[c:34]4[cH:35][cH:36][c:37]([O:40][CH3:41])[cH:38][cH:39]4)[c:9]([Cl:8])[c:14]([CH2:15][N:16]4[C:17](=[O:26])[c:18]5[cH:19][cH:20][cH:21][cH:22][c:23]5[C:24]4=[O:25])[n:13][c:12]3[s:27][c:28]2[CH2:33]1. Starting materials: CO, COC(=O)C(C)(SC)c1cccs1, [Na+], [OH-], O. The product is CSC(C)(C(=O)O)c1cccs1. RXN SMILES: [CH3:1][OH:2].[CH3:3][S:4][C:5]([C:6](=[O:7])[O:8][CH3:9])([CH3:10])[c:11]1[s:12][cH:13][cH:14][cH:15]1.[Na+:17].[OH-:16].[OH2:18]>>[CH3:3][S:4][C:5]([C:6](=[O:7])[OH:8])([CH3:10])[c:11]1[s:12][cH:13][cH:14][cH:15]1.